describe an organic reaction: reactants, conditions, products, and yield From a dataset of the Open Reaction Database (ORD), a public repository of structured organic reaction records. Starting materials: CCCCn1cc(C)nc1-c1ccccc1, C=O, CC(=O)O. Product: CCCCn1c(-c2ccccc2)nc(C)c1CO. As a reaction SMILES: [CH2:1]([CH2:2][CH2:3][CH3:4])[n:5]1[c:6](-[c:11]2[cH:12][cH:13][cH:14][cH:15][cH:16]2)[n:7][c:8]([CH3:10])[cH:9]1.[CH2:21]=[O:22].[CH3:17][C:18]([OH:19])=[O:20]>>[CH2:1]([CH2:2][CH2:3][CH3:4])[n:5]1[c:6](-[c:11]2[cH:12][cH:13][cH:14][cH:15][cH:16]2)[n:7][c:8]([CH3:10])[c:9]1[CH2:18][OH:19]. Starting materials: C(=O)(O)COC1=CC=C(C=C1)C=1C2=CC=C(N2)C=C2C=CC(C(=C3C=CC(=CC=4C=CC1N4)N3)C(CCOP(=O)(OC)OC)CCOP(=O)(OC)OC)=N2 (5-[4-(Carboxymethoxy)phenyl]-15-[1,5-bis(dimethoxyphosphoryloxy)pent-3-yl]porphyrin), [Si](C)(C)(C)Br (TMS-Br). The solvent is C(Cl)Cl (CH2Cl2). Run at time 3 hour. The product is C(=O)(O)COC1=CC=C(C=C1)C=1C2=CC=C(N2)C=C2C=CC(C(=C3C=CC(=CC=4C=CC1N4)N3)C(CCOP(=O)(O)O)CCOP(=O)(O)O)=N2 (5-(4-(Carboxymethoxy)phenyl)-15-[1,5-bis(dihydroxyphosphoryloxy)pent-3-yl]porphyrin). Isolated yield 75.7%. As a reaction SMILES: [C:1]([CH2:4][O:5][C:6]1[CH:11]=[CH:10][C:9]([C:12]2[C:13]3[NH:17][C:16]([CH:18]=[C:19]4[N:54]=[C:22]([C:23]([CH:35]([CH2:45][CH2:46][O:47][P:48]([O:52]C)([O:50]C)=[O:49])[CH2:36][CH2:37][O:38][P:39]([O:43]C)([O:41]C)=[O:40])=[C:24]5[NH:34][C:27](=[CH:28][C:29]6[CH:30]=[CH:31][C:32]=2[N:33]=6)[CH:26]=[CH:25]5)[CH:21]=[CH:20]4)=[CH:15][CH:14]=3)=[CH:8][CH:7]=1)([OH:3])=[O:2].[Si](Br)(C)(C)C>C(Cl)Cl>[C:1]([CH2:4][O:5][C:6]1[CH:7]=[CH:8][C:9]([C:12]2[C:13]3[NH:17][C:16]([CH:18]=[C:19]4[N:54]=[C:22]([C:23]([CH:35]([CH2:36][CH2:37][O:38][P:39]([OH:43])([OH:41])=[O:40])[CH2:45][CH2:46][O:47][P:48]([OH:52])([OH:50])=[O:49])=[C:24]5[NH:34][C:27](=[CH:28][C:29]6[CH:30]=[CH:31][C:32]=2[N:33]=6)[CH:26]=[CH:25]5)[CH:21]=[CH:20]4)=[CH:15][CH:14]=3)=[CH:10][CH:11]=1)([OH:3])=[O:2]. Reported procedure: A sample of thoroughly dried 13a (11.8 mg, 0.015 mmol) was dissolved in dry CH2Cl2 (2.0 mL) and then treated with TMS-Br (100 μL, 0.760 mmol). The reaction mixture was stirred at room temperature for 3 h under argon. The solvents were evaporated at reduced pressure. The residue was dissolved in MeOH (3.0 mL). The solution was stirred for 1 h at room temperature. The volatile components were evaporated. The solid residue was dissolved in ˜0.2 mL aqueous NaOH (15 wt %), and the sample was diluted ... Reactants: COc3ccc(N(c1ccccc1)c2ccccc2)cc3 (substrate), Cn2cnc1ccccc12 (effective_coupling_partner). The reagents and catalysts are CDC. Reaction conditions: temperature 90 celsius, time 16 hour. The product is Cn5c(c3ccc(N(c1ccccc1)c2ccccc2)cc3)nc4ccccc45. Starting materials: COC1=C(C=CC=C1)N1CCC=2C(NC=3C(=CC=CC3C21)OC)=O (1-(2-Methoxyphenyl)-4-oxo-6-methoxy-2,3,4,5-tetrahydropyrrolo[3,2-c]quinoline), P(=O)(Cl)(Cl)Cl (phosphoryl chloride), [OH-].[Na+] (sodium hydroxide). The product is COC1=C(C=CC=C1)N1CCC=2C(=NC=3C(=CC=CC3C21)OC)Cl (1-(2-methoxyphenyl)-4-chloro-6-methoxy-2,3-dihydropyrrolo[3,2-c]quinoline). RXN SMILES: [CH3:1][O:2][C:3]1[CH:8]=[CH:7][CH:6]=[CH:5][C:4]=1[N:9]1[C:21]2[C:20]3[CH:19]=[CH:18][CH:17]=[C:16]([O:22][CH3:23])[C:15]=3[NH:14][C:13](=O)[C:12]=2[CH2:11][CH2:10]1.[OH-].[Na+].P(Cl)(Cl)([Cl:29])=O>>[CH3:1][O:2][C:3]1[CH:8]=[CH:7][CH:6]=[CH:5][C:4]=1[N:9]1[C:21]2[C:20]3[CH:19]=[CH:18][CH:17]=[C:16]([O:22][CH3:23])[C:15]=3[N:14]=[C:13]([Cl:29])[C:12]=2[CH2:11][CH2:10]1 |f:1.2|. Procedure details: 1-(2-Methoxyphenyl)-4-oxo-6-methoxy-2,3,4,5-tetrahydropyrrolo[3,2-c]quinoline (9.55 g) was dissolved in phosphoryl chloride (100 ml) and heated at reflux for 2.5 hours. After cooling, the solution was poured onto ice, made alkaline with aqueous sodium hydroxide solution, and extracted with dichloromethane. The organic extract was dried and evaporated, and the crude product purified by chromatography (silica gel, 50-100% diethyl ether in petroleum ether). The first compound to elute was 4-chloro-...